This data is from the Open Reaction Database (ORD), a public repository of structured organic reaction records. The task is: describe an organic reaction: reactants, conditions, products, and yield Reactants: C1CNC1, CCCCO, CCN(C(C)C)C(C)C, Cc1cc(Nc2cc(Cl)nc(Sc3ccc(NC(=O)c4ccccc4Cl)cc3)n2)[nH]n1. Yields the product Cc1cc(Nc2cc(N3CCC3)nc(Sc3ccc(NC(=O)c4ccccc4Cl)cc3)n2)[nH]n1. RXN SMILES: [CH2:32]1[CH2:33][NH:34][CH2:35]1.[CH2:45]([OH:46])[CH2:47][CH2:48][CH3:49].[CH:36]([N:37]([CH2:38][CH3:39])[CH:40]([CH3:41])[CH3:42])([CH3:43])[CH3:44].[Cl:1][c:2]1[c:3]([C:4](=[O:5])[NH:6][c:7]2[cH:8][cH:9][c:10]([S:13][c:14]3[n:15][c:16]([NH:21][c:22]4[nH:23][n:24][c:25]([CH3:27])[cH:26]4)[cH:17][c:18]([Cl:20])[n:19]3)[cH:11][cH:12]2)[cH:28][cH:29][cH:30][cH:31]1>>[Cl:1][c:2]1[c:3]([C:4](=[O:5])[NH:6][c:7]2[cH:8][cH:9][c:10]([S:13][c:14]3[n:15][c:16]([NH:21][c:22]4[nH:23][n:24][c:25]([CH3:27])[cH:26]4)[cH:17][c:18]([N:34]4[CH2:33][CH2:32][CH2:35]4)[n:19]3)[cH:11][cH:12]2)[cH:28][cH:29][cH:30][cH:31]1. Starting materials: BrC1=CC(=C(C=C1)N1C(C=C(C=C1C)OCC1=C(C=C(C=C1)F)F)=O)C (1-(4-bromo-2-methylphenyl)-4-[(2,4-difluorobenzyl)oxy]-6-methylpyridin-2(1H)-one), C(CCC)[Sn](C=C)(CCCC)CCCC (tributyl(vinyl)tin). Reagents/catalysts: C=1C=CC(=CC1)[P](C=2C=CC=CC2)(C=3C=CC=CC3)[Pd]([P](C=4C=CC=CC4)(C=5C=CC=CC5)C=6C=CC=CC6)([P](C=7C=CC=CC7)(C=8C=CC=CC8)C=9C=CC=CC9)[P](C=1C=CC=CC1)(C=1C=CC=CC1)C=1C=CC=CC1 (Pd (PPh3)4). Run in C1CCOC1 (THF). Reaction conditions: temperature 50 celsius, time 8 hour. Product: FC1=C(COC2=CC(N(C(=C2)C)C2=C(C=C(C=C2)C=C)C)=O)C=CC(=C1)F (4-[(2,4-difluorobenzyl)oxy]-6-methyl-1-(2-methyl-4-vinylphenyl)pyridin-2(1H)-one). As a reaction SMILES: Br[C:2]1[CH:7]=[CH:6][C:5]([N:8]2[C:13]([CH3:14])=[CH:12][C:11]([O:15][CH2:16][C:17]3[CH:22]=[CH:21][C:20]([F:23])=[CH:19][C:18]=3[F:24])=[CH:10][C:9]2=[O:25])=[C:4]([CH3:26])[CH:3]=1.[CH2:27]([Sn](CCCC)(CCCC)C=C)[CH2:28]CC>C1COCC1.C1C=CC([P]([Pd]([P](C2C=CC=CC=2)(C2C=CC=CC=2)C2C=CC=CC=2)([P](C2C=CC=CC=2)(C2C=CC=CC=2)C2C=CC=CC=2)[P](C2C=CC=CC=2)(C2C=CC=CC=2)C2C=CC=CC=2)(C2C=CC=CC=2)C2C=CC=CC=2)=CC=1>[F:24][C:18]1[CH:19]=[C:20]([F:23])[CH:21]=[CH:22][C:17]=1[CH2:16][O:15][C:11]1[CH:12]=[C:13]([CH3:14])[N:8]([C:5]2[CH:6]=[CH:7][C:2]([CH:27]=[CH2:28])=[CH:3][C:4]=2[CH3:26])[C:9](=[O:25])[CH:10]=1 |^1:50,52,71,90|. Procedure: In a 50 ml round bottom flask previously evacuated and filled with nitrogen, 1-(4-bromo-2-methylphenyl)-4-[(2,4-difluorobenzyl)oxy]-6-methylpyridin-2(1H)-one (0.420 g, 1.0 mmol) was dissolved in dry THF (10 mL). To this mixture was added Pd (PPh3)4 (0.173 g, 0.15 mmol). The reaction flask was sealed with a rubber septum, evacuated and filled with nitrogen. Under a nitrogen atmosphere, tributyl(vinyl)tin (0.35 ml, 1.2 mmol) was added to the sealed reaction mixture and stirred overnight at 50° C. Reactants: Nc1ccc(Br)cn1, ClCCl, Cc1cc(C)c(S(=O)(=O)ON)c(C)c1. The product is Nc1ccc(Br)c[n+]1N, Cc1cc(C)c(S(=O)(=O)[O-])c(C)c1. Reaction SMILES: [Br:15][c:16]1[cH:17][cH:18][c:19]([NH2:22])[n:20][cH:21]1.[Cl:23][CH2:24][Cl:25].[c:1]1([CH3:14])[c:2]([S:9](=[O:10])(=[O:11])[O:12][NH2:13])[c:3]([CH3:8])[cH:4][c:5]([CH3:7])[cH:6]1>>[NH2:13][n+:20]1[c:19]([NH2:22])[cH:18][cH:17][c:16]([Br:15])[cH:21]1.[c:1]1([CH3:14])[c:2]([S:9](=[O:10])(=[O:11])[O-:12])[c:3]([CH3:8])[cH:4][c:5]([CH3:7])[cH:6]1. Starting materials: (+/−)-exo-6-(6-fluoro-pyridine-3-yl)-8-aza-bicyclo-[3.2.1]octane-8-carboxylic acid benzyl ester, FC1=CC=C(C=N1)[C@@H]1[C@H]2CCC[C@@H](C1)N2 ((+)-(1S,5R,6R)-6-(6-fluoro-pyridine-3-yl)-8-aza-bicyclo[3.2.1]octane). Run in mobile solvent, C(Cl)(Cl)Cl (CHCl3). Reaction conditions: time 28.5 minute. Product: FC1=CC=C(C=N1)[C@H]1[C@@H]2CCC[C@H](C1)N2 ((−)-(1R,5S,6S)-6-(6-fluoro-pyridine-3-yl)-8-aza-bicyclo[3.2.1]octane). Yield: 43.0%. As a reaction SMILES: [F:1][C:2]1[N:7]=[CH:6][C:5]([C@H:8]2[CH2:14][C@H:13]3[NH:15][C@@H:9]2[CH2:10][CH2:11][CH2:12]3)=[CH:4][CH:3]=1>C(Cl)(Cl)Cl>[F:1][C:2]1[N:7]=[CH:6][C:5]([C@@H:8]2[CH2:14][C@@H:13]3[NH:15][C@H:9]2[CH2:10][CH2:11][CH2:12]3)=[CH:4][CH:3]=1. Procedure: Resolution of racemates is done by semi-preparative chiral HPLC such as e.g. with a 250×20 mm, 5 μL, CHIRALPAK® IA column. 5.2 g (25.2 mmol) of (+/−)-exo-6-(6-fluoro-pyridine-3-yl)-8-aza-bicyclo-[3.2.1]octane-8-carboxylic acid benzyl ester (III) are dissolved in 42 ml of a mobile solvent (MeCN/0.1% diethylamine). The injection volume is 1 ml. Separation was done under isocratic conditions with a flow of 20 ml/min. Detection is performed by means of a UV detector at a wavelength of 280 nm. The re... Starting materials: O (water), BrC1=C(C=C(C2=C1CCO2)N)C (4-bromo-5-methyl-2,3-dihydrobenzofuran-7-amine), N1=CC=C(C=C1)B(O)O (pyridin-4-ylboronic acid), C(=O)([O-])[O-].[Cs+].[Cs+] (Cs2CO3), O (water). The reagents and catalysts are C=1C=CC(=CC1)[P](C=2C=CC=CC2)(C=3C=CC=CC3)[Pd]([P](C=4C=CC=CC4)(C=5C=CC=CC5)C=6C=CC=CC6)([P](C=7C=CC=CC7)(C=8C=CC=CC8)C=9C=CC=CC9)[P](C=1C=CC=CC1)(C=1C=CC=CC1)C=1C=CC=CC1 (Pd(PPh3)4). Solvent: CN(C)C=O (DMF). Conditions: temperature 135 celsius, time 1 hour. Yields the product CC=1C=C(C2=C(CCO2)C1C1=CC=NC=C1)N (5-methyl-4-(pyridin-4-yl)-2,3-dihydrobenzofuran-7-amine). Reaction SMILES: Br[C:2]1[C:7]2[CH2:8][CH2:9][O:10][C:6]=2[C:5]([NH2:11])=[CH:4][C:3]=1[CH3:12].[N:13]1[CH:18]=[CH:17][C:16](B(O)O)=[CH:15][CH:14]=1.C([O-])([O-])=O.[Cs+].[Cs+].O>CN(C=O)C.C1C=CC([P]([Pd]([P](C2C=CC=CC=2)(C2C=CC=CC=2)C2C=CC=CC=2)([P](C2C=CC=CC=2)(C2C=CC=CC=2)C2C=CC=CC=2)[P](C2C=CC=CC=2)(C2C=CC=CC=2)C2C=CC=CC=2)(C2C=CC=CC=2)C2C=CC=CC=2)=CC=1>[CH3:12][C:3]1[CH:4]=[C:5]([NH2:11])[C:6]2[O:10][CH2:9][CH2:8][C:7]=2[C:2]=1[C:16]1[CH:17]=[CH:18][N:13]=[CH:14][CH:15]=1 |f:2.3.4,^1:37,39,58,77|. Procedure: A mixture of 4-bromo-5-methyl-2,3-dihydrobenzofuran-7-amine (1e) (0.80 g, 3.5 mmol), pyridin-4-ylboronic acid (0.86 g, 7 mmol), Cs2CO3 (2.84 g, 8.7 mmol), Pd(PPh3)4 (0.40 g, 0.346 mmol) and water (7 mL) in DMF (35 mL) was stirred at 135° C., under N2 for 1 h. It was cooled to ambient temperature, poured into water (50 mL), extracted with EtOAc (150 mL), washed with water, brine, dried and concentrated. The residue was purified by column chromatography on silica gel eluting with hexanes/EtOAc (20... Starting materials: Cc1ccccc1S(=O)(=O)OCCCCc1ccc(CSc2cnn(C(C)(C)C)c(=O)c2Cl)cc1, C1CCOC1, CCCC[N+](CCCC)(CCCC)CCCC, [F-]. Yields the product CC(C)(C)n1ncc(SCc2ccc(CCCCF)cc2)c(Cl)c1=O. Reaction SMILES: [C:1]([CH3:2])([CH3:3])([CH3:4])[n:5]1[n:6][cH:7][c:8]([S:13][CH2:14][c:15]2[cH:16][cH:17][c:18]([CH2:21][CH2:22][CH2:23][CH2:24][O:25][S:26]([c:27]3[c:28]([CH3:29])[cH:30][cH:31][cH:32][cH:33]3)(=[O:34])=[O:35])[cH:19][cH:20]2)[c:9]([Cl:12])[c:10]1=[O:11].[CH2:54]1[O:55][CH2:56][CH2:57][CH2:58]1.[CH3:37][CH2:38][CH2:39][CH2:40][N+:41]([CH2:42][CH2:43][CH2:44][CH3:45])([CH2:46][CH2:47][CH2:48][CH3:49])[CH2:50][CH2:51][CH2:52][CH3:53].[F-:36]>>[C:1]([CH3:2])([CH3:3])([CH3:4])[n:5]1[n:6][cH:7][c:8]([S:13][CH2:14][c:15]2[cH:16][cH:17][c:18]([CH2:21][CH2:22][CH2:23][CH2:24][F:36])[cH:19][cH:20]2)[c:9]([Cl:12])[c:10]1=[O:11]. Starting materials: [OH-].[Na+] (sodium hydroxide), CC1(CCC(CC1)OCOCC[Si](C)(C)C)C(=O)OC (methyl 1-methyl-4-[[2-(trimethylsilyl)ethoxy]methoxy]cyclohexane-1-carboxylate), Cl (hydrochloric acid). Solvent: CO.O (methanol water). Yields the product CC1(CCC(CC1)OCOCC[Si](C)(C)C)C(=O)O (1-methyl-4-[[2-(trimethylsilyl)ethoxy]methoxy]cyclohexane-1-carboxylic acid). The yield is 90.9%. As a reaction SMILES: [CH3:1][C:2]1([C:17]([O:19]C)=[O:18])[CH2:7][CH2:6][CH:5]([O:8][CH2:9][O:10][CH2:11][CH2:12][Si:13]([CH3:16])([CH3:15])[CH3:14])[CH2:4][CH2:3]1.[OH-].[Na+].Cl>CO.O>[CH3:1][C:2]1([C:17]([OH:19])=[O:18])[CH2:3][CH2:4][CH:5]([O:8][CH2:9][O:10][CH2:11][CH2:12][Si:13]([CH3:14])([CH3:15])[CH3:16])[CH2:6][CH2:7]1 |f:1.2,4.5|. Procedure details: To a 250-mL round-bottom flask containing a solution of methyl 1-methyl-4-[[2-(trimethylsilyl)ethoxy]methoxy]cyclohexane-1-carboxylate (3.6 g, 11.90 mmol, 1.00 equiv) in a mixed methanol/water (25 mL/4 mL) was added sodium hydroxide (2.38 g, 59.50 mmol, 5.00 equiv) and the resulting solution was heated to reflux overnight. After cooling, the pH value of the solution was adjusted to 4 with hydrochloric acid (2.0 M), extracted with 3×100 mL of ethyl acetate. The combined organic layers were washed...